This data is from the Open Reaction Database (ORD), a public repository of structured organic reaction records. The task is: describe an organic reaction: reactants, conditions, products, and yield The reactants are C1(=CC=CC=C1)P(C1=C(C2=CC=CC=C2C=C1)C1=C(C=CC2=CC=CC=C12)P(C1=CC=CC=C1)C1=CC=CC=C1)C1=CC=CC=C1 (rac-2,2′-bis(diphenylphosphino)-1,1′-binaphthyl), C([O-])([O-])=O.[Cs+].[Cs+] (cesium carbonate), NC1=NC=CC(=C1)C (2-amino-4-picoline), COC(CCC1CCN(CC1)C=1SC(=CN1)C1=NC(=CC=C1)Br)=O (3-{1-[5-(6-bromopyridin-2-yl)-thiazol-2-yl]piperidin-4-yl}propionic acid methyl ester). The reagents and catalysts are C(C)(=O)[O-].[Pd+2].C(C)(=O)[O-] (palladium acetate). Run in C1(=CC=CC=C1)C (toluene), O (Water). Run at temperature 100 celsius, time 8 hour. Yields the product COC(CCC1CCN(CC1)C=1SC(=CN1)C1=NC(=CC=C1)NC1=NC=CC(=C1)C)=O (3-(1-{5-[6(4-methyl-pyridin-2-ylamino)pyridin-2-yl]thiazol-2-yl}piperidin-4-yl)propionic acid methyl ester). Yield: 78.3%. As a reaction SMILES: C1(P(C2C=CC=CC=2)C2C=CC3C(=CC=CC=3)C=2C2C3C(=CC=CC=3)C=CC=2P(C2C=CC=CC=2)C2C=CC=CC=2)C=CC=CC=1.[NH2:47][C:48]1[CH:53]=[C:52]([CH3:54])[CH:51]=[CH:50][N:49]=1.[CH3:55][O:56][C:57](=[O:78])[CH2:58][CH2:59][CH:60]1[CH2:65][CH2:64][N:63]([C:66]2[S:67][C:68]([C:71]3[CH:76]=[CH:75][CH:74]=[C:73](Br)[N:72]=3)=[CH:69][N:70]=2)[CH2:62][CH2:61]1.C(=O)([O-])[O-].[Cs+].[Cs+]>C1(C)C=CC=CC=1.C([O-])(=O)C.[Pd+2].C([O-])(=O)C.O>[CH3:55][O:56][C:57](=[O:78])[CH2:58][CH2:59][CH:60]1[CH2:61][CH2:62][N:63]([C:66]2[S:67][C:68]([C:71]3[CH:76]=[CH:75][CH:74]=[C:73]([NH:47][C:48]4[CH:53]=[C:52]([CH3:54])[CH:51]=[CH:50][N:49]=4)[N:72]=3)=[CH:69][N:70]=2)[CH2:64][CH2:65]1 |f:3.4.5,7.8.9|. Procedure: rac-2,2′-bis(diphenylphosphino)-1,1′-binaphthyl (91 mg, 0.15 mmol) and palladium acetate (25 mg, 0.11 mmol) were suspended in toluene (7 ml), and after 2-amino-4-picoline (79 mg, 0.73 mmol) and 3-{1-[5-(6-bromopyridin-2-yl)-thiazol-2-yl]piperidin-4-yl}propionic acid methyl ester (300 mg, 0.73 mmol) obtained in Step 2 were sequentially added, cesium carbonate (357 mg, 1.1 mmol) was added, and the mixture was stirred overnight at 100° C. Water was added to the reaction solution and the solution wa...